From a dataset of the Open Reaction Database (ORD), a public repository of structured organic reaction records. describe an organic reaction: reactants, conditions, products, and yield Reactants: FC=1C=C(C=C(C1)F)C=1C2=C(SC1C(C)NS(=O)C(C)(C)C)C=CC=C2 (N-(1-(3-(3,5-difluorophenyl)benzo[b]thiophen-2-yl)ethyl)-2-methylpropane-2-sulfinamide), Cl (HCl). Solvent: C1CCOC1 (THF). Run at time 10 minute. The product is FC=1C=C(C=C(C1)F)C=1C2=C(SC1C(C)N)C=CC=C2 (1-(3-(3,5-difluorophenyl)benzo[b]thiophen-2-yl)ethanamine). As a reaction SMILES: [F:1][C:2]1[CH:3]=[C:4]([C:9]2[C:10]3[CH:26]=[CH:25][CH:24]=[CH:23][C:11]=3[S:12][C:13]=2[CH:14]([NH:16]S(C(C)(C)C)=O)[CH3:15])[CH:5]=[C:6]([F:8])[CH:7]=1.Cl>C1COCC1>[F:8][C:6]1[CH:5]=[C:4]([C:9]2[C:10]3[CH:26]=[CH:25][CH:24]=[CH:23][C:11]=3[S:12][C:13]=2[CH:14]([NH2:16])[CH3:15])[CH:3]=[C:2]([F:1])[CH:7]=1. Procedure details: To a solution of N-(1-(3-(3,5-difluorophenyl)benzo[b]thiophen-2-yl)ethyl)-2-methylpropane-2-sulfinamide (392 mg, 0.996 mmol) in THF (7 mL) at rt was added HCl (1.0 mL, 11.85 mmol). The reaction was stirred at ambient temperature for 10 min, after which time LC-MS indicated no starting material remained. The reaction was poured into satd. aq. NaHCO3 and extracted two times with EtOAc. The combined organic extracts were stirred over MgSO4, filtered and concentrated under reduced pressure to give 1... The reactants are CCC(CC)(c1ccc(NS(=O)(=O)CC)c(C)c1)c1ccc(OCC(=O)C(C)(C)C)c(C)c1, CO. RXN SMILES: [CH3:1][C:2]([C:3]([CH2:4][O:5][c:6]1[c:7]([CH3:30])[cH:8][c:9]([C:12]([CH2:13][CH3:14])([CH2:15][CH3:16])[c:17]2[cH:18][c:19]([CH3:29])[c:20]([NH:23][S:24](=[O:25])(=[O:26])[CH2:27][CH3:28])[cH:21][cH:22]2)[cH:10][cH:11]1)=[O:31])([CH3:32])[CH3:33].[CH3:34][OH:35]>>[CH3:1][C:2]([C:3]([CH2:4][O:5][c:6]1[c:7]([CH3:30])[cH:8][c:9]([C:12]([CH2:13][CH3:14])([CH2:15][CH3:16])[c:17]2[cH:18][c:19]([CH3:29])[c:20]([N:23]([S:24](=[O:25])(=[O:26])[CH2:27][CH3:28])[CH3:34])[cH:21][cH:22]2)[cH:10][cH:11]1)=[O:31])([CH3:32])[CH3:33]. Product: CCC(CC)(c1ccc(OCC(=O)C(C)(C)C)c(C)c1)c1ccc(N(C)S(=O)(=O)CC)c(C)c1. Product: COc1ccc(NCc2cc(OC)c(OC)c(OC)c2)c(N)c1. Starting materials: [Al+3], COc1ccc([N-]Cc2cc(OC)c(OC)c(OC)c2)c([N+](=O)[O-])c1, [H-], [H-], [H-], [H-], [Li+]. As a reaction SMILES: [Al+3:27].[CH3:1][O:2][c:3]1[cH:4][c:5]([N+:23]([O-:24])=[O:25])[c:6]([N-:9][CH2:10][c:11]2[cH:12][c:13]([O:21][CH3:22])[c:14]([O:19][CH3:20])[c:15]([O:17][CH3:18])[cH:16]2)[cH:7][cH:8]1.[H-:26].[H-:29].[H-:30].[H-:31].[Li+:28]>>[CH3:1][O:2][c:3]1[cH:4][c:5]([NH2:23])[c:6]([NH:9][CH2:10][c:11]2[cH:12][c:13]([O:21][CH3:22])[c:14]([O:19][CH3:20])[c:15]([O:17][CH3:18])[cH:16]2)[cH:7][cH:8]1. Starting materials: C(#N)C1=CC(=C(C(=O)[O-])C=C1)C (4-cyano-2-methylbenzoate), C(C)O (ethanol), C(=O)O (formic acid). Reagents/catalysts: [Ni] (Ni). Run at temperature 110 celsius, time 2 hour. Yields the product C(=O)C1=CC(=C(C(=O)OC)C=C1)C (methyl 4-formyl-2-methylbenzoate). Isolated yield 65.0%. As a reaction SMILES: C(C1[CH:11]=[CH:10][C:6]([C:7]([O-:9])=[O:8])=[C:5]([CH3:12])[CH:4]=1)#N.[CH:13](O)=O.[CH2:16]([OH:18])[CH3:17]>[Ni]>[CH:16]([C:17]1[CH:11]=[CH:10][C:6]([C:7]([O:9][CH3:13])=[O:8])=[C:5]([CH3:12])[CH:4]=1)=[O:18]. Procedure: Raney-Ni (3.0 mL, washed with ethanol for 3 times) was added to a solution of 4-cyano-2-methylbenzoate (0.93 g, 5.3 mmol) in ethanol (20 mL). Then formic acid (10 mL, 75%) was added to the mixture. The mixture was stirred at 110° C. for 2 hours. After filtration, the mixture was concentrated. The residue was purified by column chromatography (silica gel, petroleum ether/ethyl acetate=20:1) to gave product methyl 4-formyl-2-methylbenzoate as a yellow oil (620 mg, 65%). Reactants: O1COC2=C1C=CC(=C2)C2(CC2)C(=O)NC=2C=NC(=CC2)CC2=C(C=CC=C2)OC (1-(benzo[d][1,3]dioxol-5-yl)-N-(6-(2-methoxybenzyl)pyridin-3-yl)cyclopropanecarboxamide), [Br-].C(C1=CC=CC=C1)[Zn+] (benzylzinc(II) bromide), O1COC2=C1C=CC(=C2)C2(CC2)C(=O)NC=2C=NC(=CC2)Br (1-(benzo[d][1,3]dioxol-5-yl)-N-(6-bromopyridin-3-yl)cyclopropanecarboxamide). Product: O1COC2=C1C=CC(=C2)C2(CC2)C(=O)NC=2C=NC(=CC2)CC2=CC=CC=C2 (1-(Benzo[d][1,3]dioxol-5-yl)-N-(6-benzylpyridin-3-yl)cyclopropanecarboxamide). As a reaction SMILES: [O:1]1[C:5]2[CH:6]=[CH:7][C:8]([C:10]3([C:13]([NH:15][C:16]4[CH:17]=[N:18][C:19]([CH2:22][C:23]5[CH:28]=[CH:27][CH:26]=[CH:25][C:24]=5OC)=[CH:20][CH:21]=4)=[O:14])[CH2:12][CH2:11]3)=[CH:9][C:4]=2[O:3][CH2:2]1.[Br-].C([Zn+])C1C=CC=CC=1.O1C2C=CC(C3(C(NC4C=NC(Br)=CC=4)=O)CC3)=CC=2OC1>>[O:1]1[C:5]2[CH:6]=[CH:7][C:8]([C:10]3([C:13]([NH:15][C:16]4[CH:17]=[N:18][C:19]([CH2:22][C:23]5[CH:28]=[CH:27][CH:26]=[CH:25][CH:24]=5)=[CH:20][CH:21]=4)=[O:14])[CH2:11][CH2:12]3)=[CH:9][C:4]=2[O:3][CH2:2]1 |f:1.2|. Procedure: 1-(Benzo[d][1,3]dioxol-5-yl)-N-(6-benzylpyridin-3-yl)cyclopropanecarboxamide was synthesized using the procedure of 1-(benzo[d][1,3]dioxol-5-yl)-N-(6-(2-methoxybenzyl)pyridin-3-yl)cyclopropanecarboxamide using benzylzinc(II) bromide and 1-(benzo[d][1,3]dioxol-5-yl)-N-(6-bromopyridin-3-yl)cyclopropanecarboxamide. The reactants are COc1ccc(N)cc1, COCCOC, CCCCCCCCCCCC, COC(=O)c1cccc(Br)c1, [K+], [K+], [K+], O=C(C=Cc1ccccc1)C=Cc1ccccc1, O=C(C=Cc1ccccc1)C=Cc1ccccc1, O=C(C=Cc1ccccc1)C=Cc1ccccc1, O=P([O-])([O-])[O-], [Pd], [Pd]. The product is COC(=O)c1cccc(Nc2ccc(OC)cc2)c1. Reaction SMILES: [CH3:20][O:21][c:22]1[cH:23][cH:24][c:25]([NH2:28])[cH:26][cH:27]1.[CH3:29][O:30][CH2:31][CH2:32][O:33][CH3:34].[CH3:35][CH2:36][CH2:37][CH2:38][CH2:39][CH2:40][CH2:41][CH2:42][CH2:43][CH2:44][CH2:45][CH3:46].[CH3:9][O:10][C:11]([c:12]1[cH:13][c:14]([Br:18])[cH:15][cH:16][cH:17]1)=[O:19].[K+:6].[K+:7].[K+:8].[O:49]=[C:50]([CH:51]=[CH:52][c:53]1[cH:54][cH:55][cH:56][cH:57][cH:58]1)[CH:59]=[CH:60][c:61]1[cH:62][cH:63][cH:64][cH:65][cH:66]1.[O:67]=[C:68]([CH:69]=[CH:70][c:71]1[cH:72][cH:73][cH:74][cH:75][cH:76]1)[CH:77]=[CH:78][c:79]1[cH:80][cH:81][cH:82][cH:83][cH:84]1.[O:85]=[C:86]([CH:87]=[CH:88][c:89]1[cH:90][cH:91][cH:92][cH:93][cH:94]1)[CH:95]=[CH:96][c:97]1[cH:98][cH:99][cH:100][cH:101][cH:102]1.[P:1]([O-:2])([O-:3])([O-:4])=[O:5].[Pd:47].[Pd:48]>>[CH3:9][O:10][C:11]([c:12]1[cH:13][c:14]([NH:28][c:25]2[cH:24][cH:23][c:22]([O:21][CH3:20])[cH:27][cH:26]2)[cH:15][cH:16][cH:17]1)=[O:19].